From a dataset of the Open Reaction Database (ORD), a public repository of structured organic reaction records. describe an organic reaction: reactants, conditions, products, and yield Starting materials: C1CCOC1, CO, [Li+], [OH-], COC(=O)c1cc2c([nH]1)CCC2Cc1cccc(-c2ccccc2)c1. The product is O=C(O)c1cc2c([nH]1)CCC2Cc1cccc(-c2ccccc2)c1. As a reaction SMILES: [CH2:30]1[O:31][CH2:32][CH2:33][CH2:34]1.[CH3:28][OH:29].[Li+:26].[OH-:27].[c:1]1(-[c:20]2[cH:21][cH:22][cH:23][cH:24][cH:25]2)[cH:2][c:3]([CH2:7][CH:8]2[CH2:9][CH2:10][c:11]3[nH:12][c:13]([C:16](=[O:17])[O:18][CH3:19])[cH:14][c:15]32)[cH:4][cH:5][cH:6]1>>[c:1]1(-[c:20]2[cH:21][cH:22][cH:23][cH:24][cH:25]2)[cH:2][c:3]([CH2:7][CH:8]2[CH2:9][CH2:10][c:11]3[nH:12][c:13]([C:16](=[O:17])[OH:18])[cH:14][c:15]32)[cH:4][cH:5][cH:6]1. The reactants are COC(=O)CCCN1CC(C(=O)O)Oc2c(NC(=O)c3ccc(OCCCCc4ccccc4)cc3)cccc21, CS(N)(=O)=O, NS(=O)(=O)c1ccccc1. Product: CS(=O)(=O)NC(=O)CCCN1CC(C(=O)O)Oc2c(NC(=O)c3ccc(OCCCCc4ccccc4)cc3)cccc21. RXN SMILES: [CH3:1][O:2][C:3]([CH2:4][CH2:5][CH2:6][N:7]1[CH2:8][CH:9]([C:37](=[O:38])[OH:39])[O:10][c:11]2[c:12]1[cH:13][cH:14][cH:15][c:16]2[NH:17][C:18]([c:19]1[cH:20][cH:21][c:22]([O:25][CH2:26][CH2:27][CH2:28][CH2:29][c:30]2[cH:31][cH:32][cH:33][cH:34][cH:35]2)[cH:23][cH:24]1)=[O:36])=[O:40].[CH3:41][S:42](=[O:43])(=[O:44])[NH2:45].[c:46]1([S:47]([NH2:48])(=[O:49])=[O:50])[cH:51][cH:52][cH:53][cH:54][cH:55]1>>[C:3]([CH2:4][CH2:5][CH2:6][N:7]1[CH2:8][CH:9]([C:37](=[O:38])[OH:39])[O:10][c:11]2[c:12]1[cH:13][cH:14][cH:15][c:16]2[NH:17][C:18]([c:19]1[cH:20][cH:21][c:22]([O:25][CH2:26][CH2:27][CH2:28][CH2:29][c:30]2[cH:31][cH:32][cH:33][cH:34][cH:35]2)[cH:23][cH:24]1)=[O:36])(=[O:40])[NH:45][S:42]([CH3:41])(=[O:43])=[O:44]. The reactants are NC1=C(C=NN1CCO)C#N (5-amino-1-(2-hydroxyethyl)pyrazole-4-carbonitrile), C1(=CC=CC=C1)C(C1=CC=CC=C1)(C1=CC=CC=C1)Cl (triphenylmethyl chloride). Solvent: N1=CC=CC=C1 (pyridine). Reaction conditions: temperature 60 celsius, time 6 hour. Yields the product NC1=C(C=NN1CCOC(C1=CC=CC=C1)(C1=CC=CC=C1)C1=CC=CC=C1)C#N (5-amino-1-[2-(trityloxy)ethyl]pyrazole-4-carbonitrile). The yield is 98.0%. As a reaction SMILES: [NH2:1][C:2]1[N:6]([CH2:7][CH2:8][OH:9])[N:5]=[CH:4][C:3]=1[C:10]#[N:11].[C:12]1([C:18](Cl)([C:25]2[CH:30]=[CH:29][CH:28]=[CH:27][CH:26]=2)[C:19]2[CH:24]=[CH:23][CH:22]=[CH:21][CH:20]=2)[CH:17]=[CH:16][CH:15]=[CH:14][CH:13]=1>N1C=CC=CC=1>[NH2:1][C:2]1[N:6]([CH2:7][CH2:8][O:9][C:18]([C:12]2[CH:17]=[CH:16][CH:15]=[CH:14][CH:13]=2)([C:25]2[CH:26]=[CH:27][CH:28]=[CH:29][CH:30]=2)[C:19]2[CH:20]=[CH:21][CH:22]=[CH:23][CH:24]=2)[N:5]=[CH:4][C:3]=1[C:10]#[N:11]. Procedure details: To a suspension of 5-amino-1-(2-hydroxyethyl)pyrazole-4-carbonitrile (10 g, 65.7 mmol) and pyridine (100 ml) was added triphenylmethyl chloride (22.3 g, 78.9 mmol) at room temperature. After stirring at 60° C. for 6 hours, the reaction mixture was concentrated in vacuo. To the residue were added tetrahydrofuran and brine, and the separated organic layer was washed with brine. The extract was dried over anhydrous magnesium sulfate, filtered, and concentrated in vacuo. The residue was triturated w... Starting materials: CC(=O)N1CC2C=CCC2OC1=O, CO, O=[Pt]=O. Product: CC(=O)N1CC2CCCC2OC1=O. Reaction SMILES: [C:1]([CH3:2])(=[O:3])[N:4]1[C:5](=[O:13])[O:6][CH:7]2[CH2:8][CH:9]=[CH:10][CH:11]2[CH2:12]1.[CH3:14][OH:15].[Pt:16](=[O:17])=[O:18]>>[C:1]([CH3:2])(=[O:3])[N:4]1[C:5](=[O:13])[O:6][CH:7]2[CH2:8][CH2:9][CH2:10][CH:11]2[CH2:12]1. Starting materials: C1(=CC=CC=C1)COC(N[C@H](C(NN1C=CC=C1)=O)C)=O ((S)-phenylmethyl-[1-methyl-2-oxo-2-(1H-pyrrol-1-ylamino)ethyl]carbamate). The reagents and catalysts are [Pd] (Pd-C). Solvent: CO (methanol). Product: N[C@H](C(=O)NN1C=CC=C1)C ((S)-2-Amino-N-1H-pyrrol-1-ylpropanamide). Isolated yield 89.3%. Reaction SMILES: C1(COC(=O)[NH:10][C@@H:11]([CH3:20])[C:12](=[O:19])[NH:13][N:14]2[CH:18]=[CH:17][CH:16]=[CH:15]2)C=CC=CC=1>[Pd].CO>[NH2:10][C@@H:11]([CH3:20])[C:12]([NH:13][N:14]1[CH:18]=[CH:17][CH:16]=[CH:15]1)=[O:19]. Reported procedure: The CBZ group of (S)-phenylmethyl-[1-methyl-2-oxo-2-(1H-pyrrol-1-ylamino)ethyl]carbamate (5.50 g) was cleaved in a minimal volume of methanol over 5% Pd-C (0.83 g) with H2 (g) (468 ml) under atmospheric conditions. The catalyst was removed by filtration through a pad of celite and the filter cake was washed with methanol. The combined filtrate was concentrated and the residue purified via flash column chromatography (silica gel, 20% EtOH/ethyl acetate) to afford 2.62 g of the desired product as ... Reactants: C1CCCCC1, ClC(Cl)Cl, O=C(OO)c1cccc(Cl)c1, [Na+], [OH-], Cn1nc(-c2ccccc2)c(Sc2ccccc2)c1-c1ccccc1. The product is Cn1nc(-c2ccccc2)c(S(=O)(=O)c2ccccc2)c1-c1ccccc1. As a reaction SMILES: [CH2:39]1[CH2:40][CH2:41][CH2:42][CH2:43][CH2:44]1.[CH:45]([Cl:46])([Cl:47])[Cl:48].[Cl:1][c:2]1[cH:3][cH:4][cH:5][c:6]([C:7]([O:8][OH:10])=[O:9])[cH:11]1.[Na+:38].[OH-:37].[c:12]1([S:18][c:19]2[c:20](-[c:31]3[cH:32][cH:33][cH:34][cH:35][cH:36]3)[n:21][n:22]([CH3:30])[c:23]2-[c:24]2[cH:25][cH:26][cH:27][cH:28][cH:29]2)[cH:13][cH:14][cH:15][cH:16][cH:17]1>>[O:9]=[S:18]([c:12]1[cH:13][cH:14][cH:15][cH:16][cH:17]1)([c:19]1[c:20](-[c:31]2[cH:32][cH:33][cH:34][cH:35][cH:36]2)[n:21][n:22]([CH3:30])[c:23]1-[c:24]1[cH:25][cH:26][cH:27][cH:28][cH:29]1)=[O:37].